The task is: describe an organic reaction: reactants, conditions, products, and yield. This data is from the Open Reaction Database (ORD), a public repository of structured organic reaction records. Starting materials: FC(C1=CC=C(C=C1)N1N=CC(=C1C)C(=O)O)(F)F (1-(4-trifluoromethylphenyl)-5-methylpyrazole-4-carboxylic acid), NC=1C=CC(=C(C#N)C1)N1CCC(CC1)N(C(=O)OC(C)(C)C)CCO (5-amino-2-[4-(N-tert-butoxycarbonyl-2-hydroxyethylamino)piperidin-1-yl]benzonitrile), [OH-].[Na+] (sodium hydroxide). Solvent: FC(C(=O)O)(F)F (trifluoroacetic acid). Product: C(#N)C=1C=C(C=CC1N1CCC(CC1)NCCO)NC(=O)C=1C=NN(C1C)C1=CC=C(C=C1)C(F)(F)F (N-{3-Cyano-4-[4-(N-(2-hydroxyethyl)amino)piperidin-1-yl]phenyl}-1-(4-trifluoromethylphenyl)-5-methylpyrazole-4-carboxamide). The yield is 9.2%. RXN SMILES: [F:1][C:2]([F:19])([F:18])[C:3]1[CH:8]=[CH:7][C:6]([N:9]2[C:13]([CH3:14])=[C:12]([C:15]([OH:17])=O)[CH:11]=[N:10]2)=[CH:5][CH:4]=1.[NH2:20][C:21]1[CH:22]=[CH:23][C:24]([N:29]2[CH2:34][CH2:33][CH:32]([N:35]([CH2:43][CH2:44][OH:45])C(OC(C)(C)C)=O)[CH2:31][CH2:30]2)=[C:25]([CH:28]=1)[C:26]#[N:27].[OH-].[Na+]>FC(F)(F)C(O)=O>[C:26]([C:25]1[CH:28]=[C:21]([NH:20][C:15]([C:12]2[CH:11]=[N:10][N:9]([C:6]3[CH:5]=[CH:4][C:3]([C:2]([F:1])([F:19])[F:18])=[CH:8][CH:7]=3)[C:13]=2[CH3:14])=[O:17])[CH:22]=[CH:23][C:24]=1[N:29]1[CH2:30][CH2:31][CH:32]([NH:35][CH2:43][CH2:44][OH:45])[CH2:33][CH2:34]1)#[N:27] |f:2.3|. Reported procedure: The reaction and treatment in the same manner as in Example 64 were conducted using 1-(4-trifluoromethylphenyl)-5-methylpyrazole-4-carboxylic acid (1.94 g) and 5-amino-2-[4-(N-tert-butoxycarbonyl-2-hydroxyethylamino)piperidin-1-yl]benzonitrile (2.59 g) and the resulting mixture was further stirred in trifluoroacetic acid (10 ml) under ice-cooling for 1 h. The reaction mixture was treated with aqueous sodium hydroxide solution and extracted with ethyl acetate. The organic layer was washed with sa... Procedure: A mixture of 1-naphthyl alcohol, chloromethyloxirane, potassium carbonate and methylethylketone was heated at reflux for 5 hours to give 2-(1-naphthyloxy)methyloxirane. This intermediate was treated with 4-benzylpiperidine to give the title compound. Solvent: CC(=O)CC (methylethylketone). RXN SMILES: [C:1]1([OH:11])[C:10]2[C:5](=[CH:6][CH:7]=[CH:8][CH:9]=2)[CH:4]=[CH:3][CH:2]=1.Cl[CH2:13][CH:14]1[CH2:16][O:15]1.C(=O)([O-])[O-].[K+].[K+]>CC(CC)=O>[C:1]1([O:11][CH2:13][CH:14]2[CH2:16][O:15]2)[C:10]2[C:5](=[CH:6][CH:7]=[CH:8][CH:9]=2)[CH:4]=[CH:3][CH:2]=1 |f:2.3.4|. The reactants are C1(=CC=CC2=CC=CC=C12)O (1-naphthyl alcohol), ClCC1OC1 (chloromethyloxirane), C([O-])([O-])=O.[K+].[K+] (potassium carbonate). Yields the product C1(=CC=CC2=CC=CC=C12)OCC1OC1 (2-(1-naphthyloxy)methyloxirane). Reactants: CC(CCC(=O)Cl)C1CCC2C3CCC4CC(OC=O)CCC4(C)C3CCC12C, ClCCl, CC(C)(N)CO. The product is CC(CCC(=O)NC(C)(C)CO)C1CCC2C3CCC4CC(OC=O)CCC4(C)C3CCC12C. RXN SMILES: [CH:1](=[O:2])[O:3][CH:4]1[CH2:5][CH:6]2[CH2:7][CH2:8][CH:9]3[CH:10]4[CH2:11][CH2:12][CH:13]([CH:14]([CH2:15][CH2:16][C:17](=[O:18])[Cl:19])[CH3:20])[C:21]4([CH3:29])[CH2:22][CH2:23][CH:24]3[C:25]2([CH3:28])[CH2:26][CH2:27]1.[Cl:36][CH2:37][Cl:38].[NH2:30][C:31]([CH2:32][OH:33])([CH3:34])[CH3:35]>>[CH:1](=[O:2])[O:3][CH:4]1[CH2:5][CH:6]2[CH2:7][CH2:8][CH:9]3[CH:10]4[CH2:11][CH2:12][CH:13]([CH:14]([CH2:15][CH2:16][C:17](=[O:18])[NH:30][C:31]([CH2:32][OH:33])([CH3:34])[CH3:35])[CH3:20])[C:21]4([CH3:29])[CH2:22][CH2:23][CH:24]3[C:25]2([CH3:28])[CH2:26][CH2:27]1.